From a dataset of the Open Reaction Database (ORD), a public repository of structured organic reaction records. describe an organic reaction: reactants, conditions, products, and yield Product: COc1cccc(F)c1C(C)O. As a reaction SMILES: [CH2:1]([Li:2])[CH2:3][CH2:4][CH3:5].[CH:15]([CH3:16])=[O:17].[ClH:18].[F:6][c:7]1[cH:8][c:9]([O:13][CH3:14])[cH:10][cH:11][cH:12]1.[O:19]1[CH2:20][CH2:21][CH2:22][CH2:23]1>>[F:6][c:7]1[c:8]([CH:15]([CH3:16])[OH:17])[c:9]([O:13][CH3:14])[cH:10][cH:11][cH:12]1. Starting materials: [Li]CCCC, CC=O, Cl, COc1cccc(F)c1, C1CCOC1. Reactants: OC=1C(C=C(OC1)CNS(=O)(=O)C1=CC=C(C=C1)C)=O (N-(5-Hydroxy-4-oxo-4H-pyran-2-ylmethyl)-4-methyl-benzenesulfonamide), OC=1C(C=C(OC1CO)CNS(=O)(=O)C1=CC=CC=C1)=O (N-(5-hydroxy-6-hydroxymethyl-4-oxo-4H-pyran-2-ylmethyl)-benzene sulfonamide). Product: OC=1C(C=C(OC1CO)CNS(=O)(=O)C1=CC=C(C=C1)C)=O (N-(5-Hydroxy-6-hydroxymethyl-4-oxo-4H-pyran-2-ylmethyl)-4-methyl-benzenesulfonamide). Yield: 45.3%. RXN SMILES: [OH:1][C:2]1[C:3](=[O:20])[CH:4]=[C:5]([CH2:8][NH:9][S:10]([C:13]2[CH:18]=[CH:17][C:16]([CH3:19])=[CH:15][CH:14]=2)(=[O:12])=[O:11])[O:6][CH:7]=1.[OH:21][C:22]1C(=O)C=C(CNS(C2C=CC=CC=2)(=O)=O)OC=1CO>>[OH:1][C:2]1[C:3](=[O:20])[CH:4]=[C:5]([CH2:8][NH:9][S:10]([C:13]2[CH:18]=[CH:17][C:16]([CH3:19])=[CH:15][CH:14]=2)(=[O:12])=[O:11])[O:6][C:7]=1[CH2:22][OH:21]. Procedure: N-(5-Hydroxy-6-hydroxymethyl-4-oxo-4H-pyran-2-ylmethyl)-4-methyl-benzenesulfonamide (9-06) (7.0 g, 45.34%) was synthesized as a white solid from N-(5-hydroxy-4-oxo-4H-pyran-2-ylmethyl)-4-methyl-benzenesulfonamide (8-06) (14.0 g, 47.45 mmol) following the procedure described for N-(5-hydroxy-6-hydroxymethyl-4-oxo-4H-pyran-2-ylmethyl)-benzenesulfonamide (9-01).